This data is from the Open Reaction Database (ORD), a public repository of structured organic reaction records. The task is: describe an organic reaction: reactants, conditions, products, and yield The reactants are C(C)(=O)OCCOC1=NOC(=C1I)NS(=O)(=O)C1=CC=C(C=C1)C(C)(C)C (2-{[5-({[4-(tert-butyl)phenyl]sulfonyl}amino)-4-iodo-3-isoxazolyl]oxy}ethyl acetate), N1=CC=CC=C1 (pyridine). The solvent is ClCCl (dichloromethane). Conditions: time 1 hour. Yields the product C(C)(=O)OCCOC1=NOC(=C1I)N(C(=O)OCC(C)C)S(=O)(=O)C1=CC=C(C=C1)C(C)(C)C (2-({5-[{[4-(tert-butyl)phenyl]sulfonyl}(isobutoxycarbonyl)amino]-4-iodo-3-isoxazolyl}oxy)ethyl acetate). As a reaction SMILES: [C:1]([O:4][CH2:5][CH2:6][O:7][C:8]1[C:12]([I:13])=[C:11]([NH:14][S:15]([C:18]2[CH:23]=[CH:22][C:21]([C:24]([CH3:27])([CH3:26])[CH3:25])=[CH:20][CH:19]=2)(=[O:17])=[O:16])[O:10][N:9]=1)(=[O:3])[CH3:2].N1[CH:33]=[CH:32][CH:31]=CC=1>ClCCl>[C:1]([O:4][CH2:5][CH2:6][O:7][C:8]1[C:12]([I:13])=[C:11]([N:14]([S:15]([C:18]2[CH:19]=[CH:20][C:21]([C:24]([CH3:27])([CH3:26])[CH3:25])=[CH:22][CH:23]=2)(=[O:17])=[O:16])[C:1]([O:4][CH2:5][CH:32]([CH3:31])[CH3:33])=[O:3])[O:10][N:9]=1)(=[O:3])[CH3:2]. Reported procedure: To a string solution of 2-{[5-({[4-(tert-butyl)phenyl]sulfonyl}amino)-4-iodo-3-isoxazolyl]oxy}ethyl acetate (Preparation 23) (9.44 g) in dichloromethane was added pyridine (1.65 ml) followed by the slow addition of isobutylchloroforomate (2.41 ml) over 10 minutes. The reaction mixture was stirred at room temperature for one hour. The solvent was removed in vacuo to yield the crude material. This was purified using column chromatography (300 g silica, compound loaded with dichloromethane (15 ml))... The reactants are BrC=1C=C(SC1Cl)C(=O)OC (methyl 4-bromo-5-chloro-2-thiophenecarboxylate), CN1N=CC(=C1B1OC(C(O1)(C)C)(C)C)C (1,4-dimethyl-5-(4,4,5,5-tetramethyl-1,3,2-dioxaborolan-2-yl)-1H-pyrazole), C(=O)([O-])[O-].[K+].[K+] (K2CO3). The reagents and catalysts are CC(C)([P](C(C)(C)C)([Pd][P](C(C)(C)C)(C(C)(C)C)C(C)(C)C)C(C)(C)C)C (Pd(PtBu3)2). Solvent: O1CCOCC1 (1,4-Dioxane), O (water). Reaction conditions: temperature 85 celsius. Product: ClC1=C(C=C(S1)C(=O)OC)C1=C(C=NN1C)C (methyl 5-chloro-4-(1,4-dimethyl-1H-pyrazol-5-yl)-2-thiophenecarboxylate). The yield is 24.4%. RXN SMILES: Br[C:2]1[CH:3]=[C:4]([C:8]([O:10][CH3:11])=[O:9])[S:5][C:6]=1[Cl:7].[CH3:12][N:13]1[C:17](B2OC(C)(C)C(C)(C)O2)=[C:16]([CH3:27])[CH:15]=[N:14]1.C([O-])([O-])=O.[K+].[K+]>O1CCOCC1.O.CC(C)([P](C(C)(C)C)([Pd][P](C(C)(C)C)(C(C)(C)C)C(C)(C)C)C(C)(C)C)C>[Cl:7][C:6]1[S:5][C:4]([C:8]([O:10][CH3:11])=[O:9])=[CH:3][C:2]=1[C:17]1[N:13]([CH3:12])[N:14]=[CH:15][C:16]=1[CH3:27] |f:2.3.4,^1:43,49|. Reported procedure: To a 350 mL sealed flask reactor was added methyl 4-bromo-5-chloro-2-thiophenecarboxylate (409 mg, 1.60 mmol) [prepared according to the procedure of Example 95], 1,4-dimethyl-5-(4,4,5,5-tetramethyl-1,3,2-dioxaborolan-2-yl)-1H-pyrazole (388 mg, 1.75 mmol) [prepared according to the procedure of Preparation 17], K2CO3 (676 mg, 4.89 mmol) and Pd(PtBu3)2 (32 mg, 0.06 mmol) in 1,4-Dioxane (6 mL) and water (1.5 mL). The reaction was heated at 85° C. for 3 hours. The reaction was partitioned between C...